Dataset: the Open Reaction Database (ORD), a public repository of structured organic reaction records. Task: describe an organic reaction: reactants, conditions, products, and yield Yield: 99.8%. Starting materials: C(C)(C)(C)OC(=O)N[C@H](C(=O)OC)CC1=CC=C(C=C1)S(=O)(=O)C1=CC=CC=C1 ((S)-methyl 2-(tert-butoxycarbonylamino)-3-(4-(phenylsulfonyl)phenyl)propanoate), O.[OH-].[Li+] (lithium hydroxide monohydrate). The product is C(C)(C)(C)OC(=O)N[C@H](C(=O)O)CC1=CC=C(C=C1)S(=O)(=O)C1=CC=CC=C1 ((S)-2-(tert-Butoxycarbonylamino)-3-(4-(phenylsulfonyl)phenyl)propanoic Acid). Reaction conditions: time 2 hour. Procedure: To a stirred solution of (S)-methyl 2-(tert-butoxycarbonylamino)-3-(4-(phenylsulfonyl)phenyl)propanoate (700 mg) in THF (15 mL) and water (10 mL) was added lithium hydroxide monohydrate (140 mg). The mixture was stirred at RT for 2 h. The mixture was partitioned between 0.1 N HCl(aq) and ethyl acetate, and the aqueous phase was extracted twice more with ethyl acetate. The combined organic phases were dried over sodium sulphate, filtered and concentrated in vacuo to leave the subtitle compound (6... RXN SMILES: [C:1]([O:5][C:6]([NH:8][C@@H:9]([CH2:14][C:15]1[CH:20]=[CH:19][C:18]([S:21]([C:24]2[CH:29]=[CH:28][CH:27]=[CH:26][CH:25]=2)(=[O:23])=[O:22])=[CH:17][CH:16]=1)[C:10]([O:12]C)=[O:11])=[O:7])([CH3:4])([CH3:3])[CH3:2].O.[OH-].[Li+]>C1COCC1.O>[C:1]([O:5][C:6]([NH:8][C@@H:9]([CH2:14][C:15]1[CH:20]=[CH:19][C:18]([S:21]([C:24]2[CH:25]=[CH:26][CH:27]=[CH:28][CH:29]=2)(=[O:22])=[O:23])=[CH:17][CH:16]=1)[C:10]([OH:12])=[O:11])=[O:7])([CH3:4])([CH3:2])[CH3:3] |f:1.2.3|. Solvent: C1CCOC1 (THF), O (water). The reactants are BrBr (Bromine), S(=O)(=O)([O-])[O-].CC=1C(=NC=CC1)CCCC[NH3+].CC=1C(=NC=CC1)CCCC[NH3+] (4-(3-methyl-2-pyridyl)butylammonium sulphate). The solvent is OS(=O)(=O)O.O=S(=O)=O (oleum). Reaction SMILES: BrBr.[S:3]([O-:7])([O-:6])(=[O:5])=[O:4].[CH3:8][C:9]1[C:10]([CH2:15][CH2:16][CH2:17][CH2:18][NH3+:19])=[N:11][CH:12]=[CH:13][CH:14]=1.CC1C(CCCC[NH3+])=NC=CC=1>OS(O)(=O)=O.O=S(=O)=O>[CH3:8][C:9]1[C:10]([CH2:15][CH2:16][CH2:17][CH2:18][NH2:19])=[N:11][CH:12]=[CH:13][CH:14]=1.[S:3](=[O:5])(=[O:4])([OH:7])[OH:6] |f:1.2.3,4.5|. The product is CC=1C(=NC=CC1)CCCCN (4-(3-methyl-2-pyridyl)butylamine), S(O)(O)(=O)=O (sulphuric acid). Procedure: Bromine (10 g) was added dropwise with stirring to a solution of 4-(3-methyl-2-pyridyl)butylammonium sulphate (21.3 g) obtained from 4-(3-methyl-2-pyridyl)butylamine and concentrated sulphuric acid) in 65% oleum (100 ml) at room temperature. The solution was then heated to 55° C. and stirred overnight. Starting materials: S(O)(O)(=O)=O (sulfuric acid), S1C=C(C(=C1)C(=O)OCC)C(=O)OCC (diethyl thiophene-3,4-dicarboxylate), [O-]CC.[Na+] (sodium ethoxide), C(C)(=O)OCC (ethyl acetate). Solvent: O (water). Product: C=1SC=C2C1C(CC2=O)=O (4H-cyclopenta[c]thiophene-4,6(5H)-dione). RXN SMILES: [S:1]1[CH:5]=[C:4]([C:6]([O:8]CC)=O)[C:3]([C:11]([O:13]CC)=O)=[CH:2]1.[O-][CH2:17]C.[Na+].C(OCC)(=O)C.S(=O)(=O)(O)O>O>[CH:5]1[S:1][CH:2]=[C:3]2[C:11](=[O:13])[CH2:17][C:6](=[O:8])[C:4]=12 |f:1.2|. Procedure details: In a dry 3-neck flask with an argon inlet and a water condenser, diethyl thiophene-3,4-dicarboxylate (3.7 g, 16.2 mmol) is mixed with sodium ethoxide (1.1 g, 16.2 mmol). After heating to 100° C. ethyl acetate (1.4 g, 16.2 mmol) is added through syringe pump over one hour. The mixture was further heated for a few hours. The residue was redissolved in water at 70° C. and concentrated sulfuric acid is added (1 mL). The mixture is heated at this temperature for one hour to ensure complete decarboxyl... Starting materials: S1C(=CC=C1)C=O (2-thiophenealdehyde), [H-].[Na+] (sodium hydride), CCCCCC (hexane), CCOC(=O)C(C)P(=O)(OCC)OCC (triethyl 2-phosphonopropionate). Solvent: O1CCCC1 (tetrahydrofuran), O (water), O1CCCC1 (tetrahydrofuran). Conditions: time 1 hour. The product is CC(C(=O)OCC)=CC=1SC=CC1 (ethyl 2-methyl-3-(2-thienyl)acrylate). Yield: 53.3%. RXN SMILES: [H-].[Na+].CCCCCC.[CH3:9][CH2:10][O:11][C:12]([CH:14](P(OCC)(OCC)=O)[CH3:15])=[O:13].[S:24]1[CH:28]=[CH:27][CH:26]=[C:25]1[CH:29]=O>O1CCCC1.O>[CH3:15][C:14](=[CH:29][C:25]1[S:24][CH:28]=[CH:27][CH:26]=1)[C:12]([O:11][CH2:10][CH3:9])=[O:13] |f:0.1|. Reported procedure: To a solution of 5.1 g of sodium hydride in oil (prewashed by decantation with hexane.) in 60 ml of dry tetrahydrofuran was added dropwise 30 g of triethyl 2-phosphonopropionate over a period of 30 minutes under dry argon atmosphere at room temperature. After the mixture was stirred for further 1 hour, a solution of 11.8 g of 2-thiophenealdehyde in 30 ml of tetrahydrofuran was added dropwise. The mixture was stirred at room temperature for 2 hours. The reaction mixture was poured into water, and... The reactants are COC(=O)OC, CC(C)(C)[O-], CCOC(C)=O, Cc1ccncc1N, [K+], C1CCOC1, O. The product is COC(=O)Nc1cnccc1C. Reaction SMILES: [CH3:15][O:16][C:17](=[O:18])[O:19][CH3:20].[CH3:1][C:2]([CH3:3])([O-:4])[CH3:5].[CH3:27][CH2:28][O:29][C:30](=[O:31])[CH3:32].[CH3:7][c:8]1[c:9]([NH2:14])[cH:10][n:11][cH:12][cH:13]1.[K+:6].[O:22]1[CH2:23][CH2:24][CH2:25][CH2:26]1.[OH2:21]>>[CH3:7][c:8]1[c:9]([NH:14][C:17]([O:16][CH3:15])=[O:18])[cH:10][n:11][cH:12][cH:13]1. The reactants are N(C(=N)N)C=1SC=C(N1)CCCCC#N (2-guanidino-4-(4-cyanobutyl)thiazole), Cl (hydrogen chloride), C(C)O (ethanol). Run in C(Cl)(Cl)Cl (chloroform). Conditions: time 2 hour. Product: N(C(=N)N)C=1SC=C(N1)CCCCC(OCC)=N (ethyl 5-(2-guanidinothiazol-4-yl)pentanoimidate). Reaction SMILES: [NH:1]([C:5]1[S:6][CH:7]=[C:8]([CH2:10][CH2:11][CH2:12][CH2:13][C:14]#[N:15])[N:9]=1)[C:2]([NH2:4])=[NH:3].Cl.[CH2:17]([OH:19])[CH3:18]>C(Cl)(Cl)Cl>[NH:1]([C:5]1[S:6][CH:7]=[C:8]([CH2:10][CH2:11][CH2:12][CH2:13][C:14](=[NH:15])[O:19][CH2:17][CH3:18])[N:9]=1)[C:2]([NH2:4])=[NH:3]. Procedure details: 2 g of 2-guanidino-4-(4-cyanobutyl)thiazole was suspended in a mixture of 15 ml of ethanol and 25 ml of chloroform, and hydrogen chloride gas was passed through the solution under stirring at -5° to 5° C. for 2 hours. The resulting solution was allowed to stand at 5° C. for 4 days and the solvent was distilled away under reduced pressure. The residue was suspended in ethanol, and the suspension was poured into ice water containing 15 g of potasium carbonate. The precipitated crystals were collec... RXN SMILES: C(OC(=O)[NH:7][C:8]1[CH:13]=[C:12]([CH3:14])[C:11]([Cl:15])=[CH:10][C:9]=1[NH2:16])(C)(C)C.C(O[C:23](=[O:39])[CH2:24][C:25]([C:27]1[CH:32]=[CH:31][N:30]=[C:29]([C:33]2[CH:38]=[CH:37][N:36]=[CH:35][CH:34]=2)[CH:28]=1)=O)(C)(C)C>>[N:30]1[CH:31]=[CH:32][C:27]([C:25]2[CH2:24][C:23](=[O:39])[NH:16][C:9]3[CH:10]=[C:11]([Cl:15])[C:12]([CH3:14])=[CH:13][C:8]=3[N:7]=2)=[CH:28][C:29]=1[C:33]1[CH:34]=[CH:35][N:36]=[CH:37][CH:38]=1. Procedure: The title compound was prepared from (2-amino-4-chloro-5-methyl-phenyl)-carbamic acid tert-butyl ester (Example J22) (90 mg, 0.35 mmol) and 3-[2,4′]bipyridinyl-4-yl-3-oxo-propionic acid tert-butyl ester (Example K58) (104 mg, 0.35 mmol) according to the general procedure M and subsequent treatment of the crude product according to the general procedure N. Obtained as a light yellow solid (120 mg). Reactants: crude product, C(C)(C)(C)OC(NC1=C(C=C(C(=C1)C)Cl)N)=O ((2-amino-4-chloro-5-methyl-phenyl)-carbamic acid tert-butyl ester), C(C)(C)(C)OC(CC(=O)C1=CC(=NC=C1)C1=CC=NC=C1)=O (3-[2,4′]bipyridinyl-4-yl-3-oxo-propionic acid tert-butyl ester). Product: N1=C(C=C(C=C1)C1=NC2=C(NC(C1)=O)C=C(C(=C2)C)Cl)C2=CC=NC=C2 (4-[2,4′]Bipyridinyl-4-yl-8-chloro-7-methyl-1,3-dihydro-benzo[b][1,4]diazepin-2-one), solid.